This data is from the Open Reaction Database (ORD), a public repository of structured organic reaction records. The task is: describe an organic reaction: reactants, conditions, products, and yield The product is CCCCCCCCSCC#CCSCC(=O)OC. Reaction SMILES: [C:4]([CH2:5][SH:6])(=[O:7])[O:8][CH3:9].[CH2:24]1[O:25][CH2:26][CH2:27][CH2:28]1.[CH3:1][O-:2].[CH3:29][OH:30].[Cl:10][CH2:11][C:12]#[C:13][CH2:14][S:15][CH2:16][CH2:17][CH2:18][CH2:19][CH2:20][CH2:21][CH2:22][CH3:23].[Na+:3].[OH2:31]>>[C:4]([CH2:5][S:6][CH2:11][C:12]#[C:13][CH2:14][S:15][CH2:16][CH2:17][CH2:18][CH2:19][CH2:20][CH2:21][CH2:22][CH3:23])(=[O:7])[O:8][CH3:9]. The reactants are COC(=O)CS, C1CCOC1, C[O-], CO, CCCCCCCCSCC#CCCl, [Na+], O.